From a dataset of the Open Reaction Database (ORD), a public repository of structured organic reaction records. describe an organic reaction: reactants, conditions, products, and yield The reactants are CCOC(=O)C(CC(N)=O)(C(=O)OCC)n1cccc1, CN(C)C=O, [H-], [Na+]. Product: CCOC(=O)C1(n2cccc2)CC(=O)NC1=O. RXN SMILES: [CH2:1]([CH3:2])[O:3][C:4]([C:5]([C:6](=[O:7])[O:8][CH2:9][CH3:10])([n:11]1[cH:12][cH:13][cH:14][cH:15]1)[CH2:16][C:17]([NH2:18])=[O:19])=[O:20].[CH3:23][N:24]([CH3:25])[CH:26]=[O:27].[H-:21].[Na+:22]>>[CH2:1]([CH3:2])[O:3][C:4]([C:5]1([n:11]2[cH:12][cH:13][cH:14][cH:15]2)[C:6](=[O:7])[NH:18][C:17](=[O:19])[CH2:16]1)=[O:20]. Starting materials: NCC(C1=CC(=CC=C1)C(F)(F)F)NC(OC(C)(C)C)=O (tert-Butyl {2-amino-1-[3-(trifluoromethyl)phenyl]ethyl}carbamate), C(=O)OC1=CC=C(C=C1)[N+](=O)[O-] (4-nitrophenyl formate). The solvent is C1CCOC1 (THF). Reaction conditions: temperature 0 celsius, time 2 hour. Yields the product C(=O)NCC(C1=CC(=CC=C1)C(F)(F)F)NC(OC(C)(C)C)=O (tert-Butyl {2-(formylamino)-1-[3-(trifluoromethyl)phenyl]ethyl}carbamate). Reaction SMILES: [NH2:1][CH2:2][CH:3]([NH:14][C:15](=[O:21])[O:16][C:17]([CH3:20])([CH3:19])[CH3:18])[C:4]1[CH:9]=[CH:8][CH:7]=[C:6]([C:10]([F:13])([F:12])[F:11])[CH:5]=1.[CH:22](OC1C=CC([N+]([O-])=O)=CC=1)=[O:23]>C1COCC1>[CH:22]([NH:1][CH2:2][CH:3]([NH:14][C:15](=[O:21])[O:16][C:17]([CH3:18])([CH3:20])[CH3:19])[C:4]1[CH:9]=[CH:8][CH:7]=[C:6]([C:10]([F:13])([F:12])[F:11])[CH:5]=1)=[O:23]. Procedure: Of the compound from Example 22A, 75 mg (0.25 mmol) were introduced in 1.5 ml of THF and admixed at 0° C. in small portions with 43.25 mg (0.26 mmol) of 4-nitrophenyl formate. The mixture was stirred at 0° C. for 2 h and then at RT overnight. The solvent was removed on a rotary evaporator and the residue was taken up in DMSO and purified by preparative HPLC (method 10). This gave 66 mg (81% of theory) of the title compound. Reactants: CCOP(=O)(OCC)c1ccc(C(=O)Nc2cc(-c3cccs3)ccc2N)cc1, [Na+], C1COCCO1, [OH-]. Yields the product CCOP(=O)(O)c1ccc(C(=O)Nc2cc(-c3cccs3)ccc2N)cc1. Reaction SMILES: [NH2:1][c:2]1[c:3]([NH:13][C:14](=[O:15])[c:16]2[cH:17][cH:18][c:19]([P:22]([O:23][CH2:24][CH3:25])([O:26][CH2:27][CH3:28])=[O:29])[cH:20][cH:21]2)[cH:4][c:5](-[c:8]2[s:9][cH:10][cH:11][cH:12]2)[cH:6][cH:7]1.[Na+:31].[O:32]1[CH2:33][CH2:34][O:35][CH2:36][CH2:37]1.[OH-:30]>>[NH2:1][c:2]1[c:3]([NH:13][C:14](=[O:15])[c:16]2[cH:17][cH:18][c:19]([P:22]([O:23][CH2:24][CH3:25])(=[O:26])[OH:29])[cH:20][cH:21]2)[cH:4][c:5](-[c:8]2[s:9][cH:10][cH:11][cH:12]2)[cH:6][cH:7]1. The reactants are NC1Cc2ccc(C3=NNC(=O)CC3)cc2C1, O=C=Nc1ccccc1. As a reaction SMILES: [NH2:1][CH:2]1[CH2:3][c:4]2[cH:5][cH:6][c:7]([C:11]3=[N:16][NH:15][C:14](=[O:17])[CH2:13][CH2:12]3)[cH:8][c:9]2[CH2:10]1.[O:18]=[C:19]=[N:20][c:21]1[cH:22][cH:23][cH:24][cH:25][cH:26]1>>[NH:1]([CH:2]1[CH2:3][c:4]2[cH:5][cH:6][c:7]([C:11]3=[N:16][NH:15][C:14](=[O:17])[CH2:13][CH2:12]3)[cH:8][c:9]2[CH2:10]1)[C:19](=[O:18])[NH:20][c:21]1[cH:22][cH:23][cH:24][cH:25][cH:26]1. The product is O=C1CCC(c2ccc3c(c2)CC(NC(=O)Nc2ccccc2)C3)=NN1. Starting materials: S(O)(O)(=O)=O (sulfuric acid), C(CCCCCCCCCCCCCCCCCCCCC)(=O)O (behenic acid), C([C@H](O)[C@H](O)CO)O (erythritol), C=1(C(=CC=CC1)C)C (xylene). The solvent is O (water). Conditions: temperature 145 celsius, time 2 hour. Product: C(CCCCCCCCCCCCCCCCCCCCC)(=O)O[C@@H](CO)[C@H](OC(CCCCCCCCCCCCCCCCCCCCC)=O)CO (Erythritol 2,3-Dibehenate). RXN SMILES: [C:1]([OH:24])(=[O:23])[CH2:2][CH2:3][CH2:4][CH2:5][CH2:6][CH2:7][CH2:8][CH2:9][CH2:10][CH2:11][CH2:12][CH2:13][CH2:14][CH2:15][CH2:16][CH2:17][CH2:18][CH2:19][CH2:20][CH2:21][CH3:22].[CH2:25]([OH:32])[C@@H:26]([C@@H:28]([CH2:30][OH:31])O)[OH:27].[C:33]1([CH3:40])[C:34]([CH3:39])=[CH:35][CH:36]=[CH:37][CH:38]=1.S(=O)(=O)(O)O>O>[C:1]([O:24][C@H:28]([C@@H:26]([CH2:25][OH:32])[O:27][C:1](=[O:23])[CH2:2][CH2:3][CH2:4][CH2:5][CH2:6][CH2:7][CH2:8][CH2:9][CH2:10][CH2:11][CH2:12][CH2:13][CH2:14][CH2:39][CH2:34][CH2:35][CH2:36][CH2:37][CH2:38][CH2:33][CH3:40])[CH2:30][OH:31])(=[O:23])[CH2:2][CH2:3][CH2:4][CH2:5][CH2:6][CH2:7][CH2:8][CH2:9][CH2:10][CH2:11][CH2:12][CH2:13][CH2:14][CH2:15][CH2:16][CH2:17][CH2:18][CH2:19][CH2:20][CH2:21][CH3:22]. Procedure details: 340 g (1 mol) behenic acid and 61 g (0.5 mol) erythritol were added into a 2 L three-neck flask which was equipped with a stirrer, a condenser and an addition funnel. To the flask was added 1 L xylene as a water carrier, followed by addition of a reaction catalyst sulfuric acid (32 g, 8 wt %). The mixture was refluxed at 145±2° C. for 22 hours. When the reaction was ended, the reaction system was allowed to cool to room temperature and stand for 2 hours. The solid was removed by filtration, and ...